This data is from the Open Reaction Database (ORD), a public repository of structured organic reaction records. The task is: describe an organic reaction: reactants, conditions, products, and yield Starting materials: BrC1=C(C2=C(S1)C=CC(=C2)Cl)C (2-bromo-5-chloro-3-methylbenzo(b)thiophene), CN(C)C=O (DMF), O (water). Reagents/catalysts: [C-]#N.[Zn+2].[C-]#N (zinc cyanide), C=1C=CC(=CC1)[P](C=2C=CC=CC2)(C=3C=CC=CC3)[Pd]([P](C=4C=CC=CC4)(C=5C=CC=CC5)C=6C=CC=CC6)([P](C=7C=CC=CC7)(C=8C=CC=CC8)C=9C=CC=CC9)[P](C=1C=CC=CC1)(C=1C=CC=CC1)C=1C=CC=CC1 (Pd(PPh3)4). Reaction conditions: temperature 80 celsius. Yields the product ClC=1C=CC2=C(C(=C(S2)C#N)C)C1 (5-chloro-3-methyl-1-benzothiophene-2-carbonitrile). Reaction SMILES: Br[C:2]1[S:6][C:5]2[CH:7]=[CH:8][C:9]([Cl:11])=[CH:10][C:4]=2[C:3]=1[CH3:12].O.[CH3:14][N:15](C=O)C>[C-]#N.[Zn+2].[C-]#N.C1C=CC([P]([Pd]([P](C2C=CC=CC=2)(C2C=CC=CC=2)C2C=CC=CC=2)([P](C2C=CC=CC=2)(C2C=CC=CC=2)C2C=CC=CC=2)[P](C2C=CC=CC=2)(C2C=CC=CC=2)C2C=CC=CC=2)(C2C=CC=CC=2)C2C=CC=CC=2)=CC=1>[Cl:11][C:9]1[CH:8]=[CH:7][C:5]2[S:6][C:2]([C:14]#[N:15])=[C:3]([CH3:12])[C:4]=2[CH:10]=1 |f:3.4.5,^1:27,29,48,67|. Reported procedure: A mixture of 2-bromo-5-chloro-3-methylbenzo(b)thiophene (1.00 g, 3.82 mmol), zinc cyanide (247 mg, 2.10 mmol), and Pd(PPh3)4 (440 mg, 0.38 mmol) in DMF (15 mL) was heated to 80° C. for 16 hours, added to water (50 mL), and extracted with 30% ethyl acetate/hexanes (3×100 mL). The combined extracts were washed with brine (20 mL), dried (Na2SO4), filtered, and concentrated. The concentrate was purified by flash column chromatography on silica gel with 10% ethyl acetate/hexanes to provide the desire... Reactants: C(C)(=O)OC(C)=O (Acetic anhydride), NC1=C(C(=C(C=C1)O)F)C (4-amino-2-fluoro-3-methylphenol), N1=CC=CC=C1 (pyridine), C(C)(=O)OCC (ethyl acetate). Conditions: temperature 65 celsius, time 45 minute. Yields the product C(C)(=O)OC1=C(C(=C(C=C1)NC(C)=O)C)F (4-(acetylamino)-2-fluoro-3-methylphenyl acetate). Yield: 15.0%. As a reaction SMILES: [C:1](OC(=O)C)(=[O:3])[CH3:2].[NH2:8][C:9]1[CH:14]=[CH:13][C:12]([OH:15])=[C:11]([F:16])[C:10]=1[CH3:17].N1C=CC=CC=1.[C:24](OCC)(=[O:26])[CH3:25]>>[C:1]([O:15][C:12]1[CH:13]=[CH:14][C:9]([NH:8][C:24](=[O:26])[CH3:25])=[C:10]([CH3:17])[C:11]=1[F:16])(=[O:3])[CH3:2]. Procedure details: Acetic anhydride (4.49 ml, 47.6 mmol) was added dropwise to a solution of 4-amino-2-fluoro-3-methylphenol (2.80 g, 1.91 mmol) and pyridine (3.53 ml, 43.6 mmol) in ethyl acetate (60 ml) at room temperature, and the resulting mixture was slowly heated to 65° C. and stirred for 45 minutes while being maintained at this temperature. The resulting reaction solution was cooled to room temperature and partitioned by the use of water and ethyl acetate to find that an insoluble material was present. The ...